Dataset: the Open Reaction Database (ORD), a public repository of structured organic reaction records. Task: describe an organic reaction: reactants, conditions, products, and yield The reactants are CCCCO, CCN(C(C)C)C(C)C, Clc1cc(Cl)ncn1, COC(=O)c1cccc(N)c1. Product: COC(=O)c1cccc(Nc2cc(Cl)ncn2)c1. Reaction SMILES: [CH2:29]([OH:30])[CH2:31][CH2:32][CH3:33].[CH:20]([N:21]([CH2:22][CH3:23])[CH:24]([CH3:25])[CH3:26])([CH3:27])[CH3:28].[Cl:1][c:2]1[n:3][cH:4][n:5][c:6]([Cl:8])[cH:7]1.[NH2:9][c:10]1[cH:11][c:12]([C:13](=[O:14])[O:15][CH3:16])[cH:17][cH:18][cH:19]1>>[c:2]1([NH:9][c:10]2[cH:11][c:12]([C:13](=[O:14])[O:15][CH3:16])[cH:17][cH:18][cH:19]2)[n:3][cH:4][n:5][c:6]([Cl:8])[cH:7]1. RXN SMILES: [C:1]1(Br)[C:10]([F:11])=[C:8]([F:9])[C:6]([F:7])=[C:4]([F:5])[C:2]=1[F:3].C([Li:17])CCC>>[C:1]1([Li:17])[C:10]([F:11])=[C:8]([F:9])[C:6]([F:7])=[C:4]([F:5])[C:2]=1[F:3]. Reactants: C1(=C(F)C(F)=C(F)C(F)=C1F)Br (C6F5Br), C(CCC)[Li] (butyl lithium). The product is C1(=C(F)C(F)=C(F)C(F)=C1F)[Li] (C6F5Li). Procedure details: The reaction mixture may also be reacted directly without isolation of the C6F5Br with butyl lithium to produce C6F5Li which,in turn, is reacted with BCl3 or BF3 to produce (C6 F5)3B. Starting materials: C(C)(C)(C)OC(=O)N1C[C@@H]([C@H](CC1)C1=CC=C(C=C1)OCCCOCC1=C(C=CC=C1)OC)OCC1=CC=C2CCCN(C2=C1)CCN1C=NC=C1 ((3R,4R)-3-[1-(2-imidazol-1-yl-ethyl)-1,2,3,4-tetrahydro-quinolin-7-ylmethoxy]-4-[4-[3-(2-methoxy-benzyloxy)-propoxy]-phenyl]-piperidine-1-carboxylic acid tert-butyl ester), Cl.CO (HCl methanol). The product is N1(C=NC=C1)CCN1CCCC2=CC=C(C=C12)CO[C@H]1CNCC[C@@H]1C1=CC=C(C=C1)OCCCOCC1=C(C=CC=C1)OC ((3R,4R)-1-(2-imidazol-1-yl-ethyl)-7-(4-[4-[3-(2-methoxy-benzyloxy)-propoxy]-phenyl]-piperidin-3-yloxymethyl)-1,2,3,4-tetrahydro-quinoline). As a reaction SMILES: C(OC([N:8]1[CH2:13][CH2:12][C@H:11]([C:14]2[CH:19]=[CH:18][C:17]([O:20][CH2:21][CH2:22][CH2:23][O:24][CH2:25][C:26]3[CH:31]=[CH:30][CH:29]=[CH:28][C:27]=3[O:32][CH3:33])=[CH:16][CH:15]=2)[C@@H:10]([O:34][CH2:35][C:36]2[CH:45]=[C:44]3[C:39]([CH2:40][CH2:41][CH2:42][N:43]3[CH2:46][CH2:47][N:48]3[CH:52]=[CH:51][N:50]=[CH:49]3)=[CH:38][CH:37]=2)[CH2:9]1)=O)(C)(C)C.Cl.CO>>[N:48]1([CH2:47][CH2:46][N:43]2[C:44]3[C:39](=[CH:38][CH:37]=[C:36]([CH2:35][O:34][C@@H:10]4[C@@H:11]([C:14]5[CH:19]=[CH:18][C:17]([O:20][CH2:21][CH2:22][CH2:23][O:24][CH2:25][C:26]6[CH:31]=[CH:30][CH:29]=[CH:28][C:27]=6[O:32][CH3:33])=[CH:16][CH:15]=5)[CH2:12][CH2:13][NH:8][CH2:9]4)[CH:45]=3)[CH2:40][CH2:41][CH2:42]2)[CH:52]=[CH:51][N:50]=[CH:49]1 |f:1.2|. Procedure: In analogy to the procedure described in example 4(b), the (3R,4R)-3-[1-(2-imidazol-1-yl-ethyl)-1,2,3,4-tetrahydro-quinolin-7-ylmethoxy]-4-[4-[3-(2-methoxy-benzyloxy)-propoxy]-phenyl]-piperidine-1-carboxylic acid tert-butyl ester was deprotected with HCl/methanol to yield the (3R,4R)-1-(2-imidazol-1-yl-ethyl)-7-(4-[4-[3-(2-methoxy-benzyloxy)-propoxy]-phenyl]-piperidin-3-yloxymethyl)-1,2,3,4-tetrahydro-quinoline as a yellow oil; MS: 611 (M+H)+. Starting materials: NC1=CC=C(C=C1)O (4-Amino-phenol), [H-].[Na+] (NaH), [H][H] (hydrogen), ClC1=NC=CC(=C1)[N+](=O)[O-] (2-chloro-4-nitropyridine). Solvent: O1CCOCC1 (dioxane), O1CCOCC1 (dioxane). Run at temperature 100 celsius. Yields the product ClC1=NC=CC(=C1)OC1=CC=C(C=C1)N (4-(2-Chloro-pyridin-4-yloxy)-phenylamine). Reaction SMILES: [NH2:1][C:2]1[CH:7]=[CH:6][C:5]([OH:8])=[CH:4][CH:3]=1.[H-].[Na+].[H][H].[Cl:13][C:14]1[CH:19]=[C:18]([N+]([O-])=O)[CH:17]=[CH:16][N:15]=1>O1CCOCC1>[Cl:13][C:14]1[CH:19]=[C:18]([O:8][C:5]2[CH:6]=[CH:7][C:2]([NH2:1])=[CH:3][CH:4]=2)[CH:17]=[CH:16][N:15]=1 |f:1.2|. Procedure details: 4-Amino-phenol (1.05g, 9.40 mmol, 1.1 equiv) is added in one portion to a suspension of NaH (60% free-flowing powder moistened with oil, 0.513 g, 12.8 mmol, 1.5 equiv) in dioxane abs. (6.5 mL), under an argon atmosphere. When hydrogen evolution subsides, a solution of 2-chloro-4-nitropyridine (1.35 g, 8.54 mmol) in dioxane (6 mL) is added. The resulting dark mixture is heated to 100° C. (oil bath temperature) for 70.5 h, allowed to cool to rt, quenched by addition of MeOH and partially concentra... Reactants: CS(=O)(=O)c1ccc(C=CC=O)cc1, CC(SC(CO)CO)C(O)(Cn1cncn1)c1ccc(F)cc1F. Yields the product CC(SC1COC(C=Cc2ccc(S(C)(=O)=O)cc2)OC1)C(O)(Cn1cncn1)c1ccc(F)cc1F. As a reaction SMILES: [CH3:25][S:26](=[O:27])(=[O:28])[c:29]1[cH:30][cH:31][c:32]([CH:33]=[CH:34][CH:35]=[O:36])[cH:37][cH:38]1.[F:1][c:2]1[c:3]([C:9]([CH2:10][n:11]2[n:12][cH:13][n:14][cH:15]2)([CH:16]([CH3:17])[S:18][CH:19]([CH2:20][OH:21])[CH2:22][OH:23])[OH:24])[cH:4][cH:5][c:6]([F:8])[cH:7]1>>[F:1][c:2]1[c:3]([C:9]([CH2:10][n:11]2[n:12][cH:13][n:14][cH:15]2)([CH:16]([CH3:17])[S:18][CH:19]2[CH2:20][O:21][CH:35]([CH:34]=[CH:33][c:32]3[cH:31][cH:30][c:29]([S:26]([CH3:25])(=[O:27])=[O:28])[cH:38][cH:37]3)[O:23][CH2:22]2)[OH:24])[cH:4][cH:5][c:6]([F:8])[cH:7]1. Starting materials: CC1=CC=C(C=C1)S(=O)(=O)OC[C@@H]1OC2=C(C=C(C=C2C=C1)F)C1=C(C=CC=C1Cl)Cl ((R)-(8-(2,6-dichlorophenyl)-6-fluoro-2H-chromen-2-yl]methyl 4-methylbenzenesulfonate), [N-]=[N+]=[N-].[Na+] (sodium azide). The solvent is CN(C)C=O (DMF). Run at time 5 minute. The product is N(=[N+]=[N-])C[C@@H]1OC2=C(C=C(C=C2C=C1)F)C1=C(C=CC=C1Cl)Cl ((R)-2-azidomethyl-8-(2,6-dichloro-phenyl)-6-fluoro-2H-chromene). The yield is 88.5%. RXN SMILES: CC1C=CC(S(O[CH2:12][C@H:13]2[CH:22]=[CH:21][C:20]3[C:15](=[C:16]([C:24]4[C:29]([Cl:30])=[CH:28][CH:27]=[CH:26][C:25]=4[Cl:31])[CH:17]=[C:18]([F:23])[CH:19]=3)[O:14]2)(=O)=O)=CC=1.[N-:32]=[N+:33]=[N-:34].[Na+]>CN(C=O)C>[N:32]([CH2:12][C@H:13]1[CH:22]=[CH:21][C:20]2[C:15](=[C:16]([C:24]3[C:29]([Cl:30])=[CH:28][CH:27]=[CH:26][C:25]=3[Cl:31])[CH:17]=[C:18]([F:23])[CH:19]=2)[O:14]1)=[N+:33]=[N-:34] |f:1.2|. Procedure details: A solution of (R)-(8-(2,6-dichlorophenyl)-6-fluoro-2H-chromen-2-yl]methyl 4-methylbenzenesulfonate prepared in Example 57, step 7 (500 mg, 1.0 mmol) and sodium azide (340 mg, 5.2 mmol) in anhydrous DMF (20 mL) was heated at 90° C. under nitrogen for 20 hours. The cooled reaction mixture was quenched by the addition of water (20 mL) and the resulting suspension stirred vigorously for 5 minutes. The mixture was then partitioned between ethyl acetate (100 mL) and water (100 mL), the organic phase s... Starting materials: CC(CC1=CC=C(CN)C=C1)CC (4-(2-methyl-butyl)-benzylamine), ClC1=C(C2=C(CCN(CC2)C(C(F)(F)F)=O)C=C1)OS(=O)(=O)C(F)(F)F (7-chloro-3-(2,2,2-trifluoroacetyl)-6-trifluoromethanesulfonyloxy-2,3,4,5-tetrahydro-1H-benzo[d]azepine), C=1C=CC(=CC1)P(C=2C=CC=CC2)C3=CC=C4C=CC=CC4=C3C5=C6C=CC=CC6=CC=C5P(C=7C=CC=CC7)C=8C=CC=CC8 (BINAP), C([O-])([O-])=O.[Cs+].[Cs+] (cesium carbonate). The reagents and catalysts are C(C)(=O)[O-].[Pd+2].C(C)(=O)[O-] (palladium(II) acetate). Solvent: C1(=CC=CC=C1)C (toluene). Run at temperature 95 celsius. Yields the product ClC1=C(C2=C(CCN(CC2)C(C(F)(F)F)=O)C=C1)NCC1=CC=C(C=C1)CC(CC)C (7-chloro-6-[4-(2-methyl-butyl)-benzylamino]-3-(2,2,2-trifluoroacetyl)-2,3,4,5-tetrahydro-1H-benzo[d]azepine). Isolated yield 58.4%. Reaction SMILES: [CH3:1][CH:2]([CH2:12][CH3:13])[CH2:3][C:4]1[CH:11]=[CH:10][C:7]([CH2:8][NH2:9])=[CH:6][CH:5]=1.[Cl:14][C:15]1[CH:31]=[CH:30][C:18]2[CH2:19][CH2:20][N:21]([C:24](=[O:29])[C:25]([F:28])([F:27])[F:26])[CH2:22][CH2:23][C:17]=2[C:16]=1OS(C(F)(F)F)(=O)=O.C1C=CC(P(C2C(C3C(P(C4C=CC=CC=4)C4C=CC=CC=4)=CC=C4C=3C=CC=C4)=C3C(C=CC=C3)=CC=2)C2C=CC=CC=2)=CC=1.C(=O)([O-])[O-].[Cs+].[Cs+]>C([O-])(=O)C.[Pd+2].C([O-])(=O)C.C1(C)C=CC=CC=1>[Cl:14][C:15]1[CH:31]=[CH:30][C:18]2[CH2:19][CH2:20][N:21]([C:24](=[O:29])[C:25]([F:26])([F:28])[F:27])[CH2:22][CH2:23][C:17]=2[C:16]=1[NH:9][CH2:8][C:7]1[CH:6]=[CH:5][C:4]([CH2:3][CH:2]([CH3:1])[CH2:12][CH3:13])=[CH:11][CH:10]=1 |f:3.4.5,6.7.8|. Procedure: Under a nitrogen atmosphere, add 4-(2-methyl-butyl)-benzylamine (450 mg, 2.54 mmol), 7-chloro-3-(2,2,2-trifluoroacetyl)-6-trifluoromethanesulfonyloxy-2,3,4,5-tetrahydro-1H-benzo[d]azepine (720 mg, 1.7 mmol), palladium(II) acetate (40 mg, 0.17 mmol), BINAP (222 mg, 0.34 mmol) and cesium carbonate (1.4 g, 4.3 mmol) to toluene (20 mL). Heat the mixture at 95° C. for 12 h. Cool the mixture to room temperature and apply the mixture to a silica gel column eluting with hexane/EtOAc (10:1) to provide 7-...